Dataset: the Open Reaction Database (ORD), a public repository of structured organic reaction records. Task: describe an organic reaction: reactants, conditions, products, and yield The reactants are O=C([O-])[O-], O=[N+]([O-])c1c(Cl)ccc2ncccc12, O=C(OO)c1cccc(Cl)c1, ClC(Cl)Cl, [Na+], [Na+], [Na+], [OH-]. Yields the product O=[N+]([O-])c1c(Cl)ccc2c1ccc[n+]2[O-]. Reaction SMILES: [C:26](=[O:27])([O-:28])[O-:29].[Cl:12][c:13]1[c:14]([N+:23](=[O:24])[O-:25])[c:15]2[cH:16][cH:17][cH:18][n:19][c:20]2[cH:21][cH:22]1.[Cl:1][c:2]1[cH:3][cH:4][cH:5][c:6]([C:7]([O:8][OH:10])=[O:9])[cH:11]1.[Cl:34][CH:35]([Cl:36])[Cl:37].[Na+:30].[Na+:31].[Na+:33].[OH-:32]>>[O-:9][n+:19]1[cH:18][cH:17][cH:16][c:15]2[c:14]([N+:23](=[O:24])[O-:25])[c:13]([Cl:12])[cH:22][cH:21][c:20]21. The reactants are C(CCCCCCCCCCCCCCC)(=O)OC[C@@H]1[C@H]([C@@H]([C@@H](O1)N1C(=O)N=C(N)C=C1)O)O (1-(5'-O-palmitoyl-β-D-arabinofuranosyl)cytosine), C1(CCCCC1)N=C=NC1CCCCC1 (dicyclohexylcarbodiimide), CN(C=O)C (dimethylformamide), C(C)(C)(C)OC(=O)NCC(=O)NCC(=O)N[C@@H](CC1=CC=CC=C1)C(=O)O (N-[N-[N-(tertbutoxycarbonyl)glycyl]glycyl]-L-phenylalanine). The solvent is O1CCOCC1 (dioxane), CCOCC (ether), C(C)OCC (diethyl ether). Conditions: temperature 5 celsius, time 4 day. Product: C(CCCCCCCCCCCCCCC)(=O)OC[C@@H]1[C@H]([C@@H]([C@@H](O1)N1C(=O)N=C(NC([C@@H](NC(CNC(CNC(=O)OC(C)(C)C)=O)=O)CC2=CC=CC=C2)=O)C=C1)O)O (1-(5'-O-palmitoyl-β-D-arabinofuranosyl)-N4 -[N-[N-[N-(tert-butoxycarbonyl)glycyl]glycyl]-L-phenylalanyl]cytosine). As a reaction SMILES: [C:1]([O:18][CH2:19][C@H:20]1[O:24][C@@H:23]([N:25]2[CH:32]=[CH:31][C:29]([NH2:30])=[N:28][C:26]2=[O:27])[C@@H:22]([OH:33])[C@@H:21]1[OH:34])(=[O:17])[CH2:2][CH2:3][CH2:4][CH2:5][CH2:6][CH2:7][CH2:8][CH2:9][CH2:10][CH2:11][CH2:12][CH2:13][CH2:14][CH2:15][CH3:16].CN(C)C=O.[C:40]([O:44][C:45]([NH:47][CH2:48][C:49]([NH:51][CH2:52][C:53]([NH:55][C@H:56]([C:64](O)=[O:65])[CH2:57][C:58]1[CH:63]=[CH:62][CH:61]=[CH:60][CH:59]=1)=[O:54])=[O:50])=[O:46])([CH3:43])([CH3:42])[CH3:41].C1(N=C=NC2CCCCC2)CCCCC1>CCOCC.O1CCOCC1>[C:1]([O:18][CH2:19][C@H:20]1[O:24][C@@H:23]([N:25]2[CH:32]=[CH:31][C:29]([NH:30][C:64](=[O:65])[C@H:56]([CH2:57][C:58]3[CH:63]=[CH:62][CH:61]=[CH:60][CH:59]=3)[NH:55][C:53](=[O:54])[CH2:52][NH:51][C:49](=[O:50])[CH2:48][NH:47][C:45]([O:44][C:40]([CH3:42])([CH3:41])[CH3:43])=[O:46])=[N:28][C:26]2=[O:27])[C@@H:22]([OH:33])[C@@H:21]1[OH:34])(=[O:17])[CH2:2][CH2:3][CH2:4][CH2:5][CH2:6][CH2:7][CH2:8][CH2:9][CH2:10][CH2:11][CH2:12][CH2:13][CH2:14][CH2:15][CH3:16]. Reported procedure: A solution consisting of 4.82 g. (0.01 mole) 1-(5'-O-palmitoyl-β-D-arabinofuranosyl)cytosine and a solvent mixture consisting of equal parts dimethylformamide and dioxane was obtained by warming slightly. This solution was cooled to 5° C. and 3.8 g. (0.01 mole) N-[N-[N-(tertbutoxycarbonyl)glycyl]glycyl]-L-phenylalanine was added, followed by 2.47 g. (0.012 mole) dicyclohexylcarbodiimide. This reaction mixture was stirred continuously for 4 days while the temperature was maintained at 5° C. The r...